Dataset: the Open Reaction Database (ORD), a public repository of structured organic reaction records. Task: describe an organic reaction: reactants, conditions, products, and yield Starting materials: Cn1cc(I)c2c(=O)[nH]c(NC(=O)C(C)(C)C)nc21, [Na+], C1CCOC1, [OH-]. Yields the product Cn1cc(I)c2c(=O)[nH]c(N)nc21. RXN SMILES: [I:1][c:2]1[cH:3][n:4]([CH3:19])[c:5]2[n:6][c:7]([NH:12][C:13](=[O:14])[C:15]([CH3:16])([CH3:17])[CH3:18])[nH:8][c:9](=[O:11])[c:10]12.[Na+:21].[O:22]1[CH2:23][CH2:24][CH2:25][CH2:26]1.[OH-:20]>>[I:1][c:2]1[cH:3][n:4]([CH3:19])[c:5]2[n:6][c:7]([NH2:12])[nH:8][c:9](=[O:11])[c:10]12. The reactants are FC1=CC=C(CN2C(N(CC2)C=2SC(=C(N2)C)C(=O)O)=O)C=C1 (2-(3-(4-fluorobenzyl)-2-oxoimidazolidin-1-yl)-4-methylthiazole-5-carboxylic acid), N1=CC(=CC=C1)CN (pyridin-3-ylmethanamine), CC1=NNC(=C1)CN ((3-methyl-1H-pyrazol-5-yl)methanamine). Yields the product FC1=CC=C(CN2C(N(CC2)C=2SC(=C(N2)C)C(=O)NCC2=CC(=NN2)C)=O)C=C1 (2-(3-(4-fluorobenzyl)-2-oxoimidazolidin-1-yl)-4-methyl-N-((3-methyl-1H-pyrazol-5-yl)methyl)thiazole-5-carboxamide), solid. Isolated yield 12.0%. RXN SMILES: N1C=CC=C(CN)C=1.[CH3:9][C:10]1[CH:14]=[C:13]([CH2:15][NH2:16])[NH:12][N:11]=1.[F:17][C:18]1[CH:39]=[CH:38][C:21]([CH2:22][N:23]2[CH2:27][CH2:26][N:25]([C:28]3[S:29][C:30]([C:34](O)=[O:35])=[C:31]([CH3:33])[N:32]=3)[C:24]2=[O:37])=[CH:20][CH:19]=1>>[F:17][C:18]1[CH:39]=[CH:38][C:21]([CH2:22][N:23]2[CH2:27][CH2:26][N:25]([C:28]3[S:29][C:30]([C:34]([NH:16][CH2:15][C:13]4[NH:12][N:11]=[C:10]([CH3:9])[CH:14]=4)=[O:35])=[C:31]([CH3:33])[N:32]=3)[C:24]2=[O:37])=[CH:20][CH:19]=1. Reported procedure: Following the procedure as described in Example 2, making variations as required to replace pyridin-3-ylmethanamine with (3-methyl-1H-pyrazol-5-yl)methanamine to react 2-(3-(4-fluorobenzyl)-2-oxoimidazolidin-1-yl)-4-methylthiazole-5-carboxylic acid instead of (S)-2-(3-(4-fluorobenzyl)-4-methyl-2-oxoimidazolidin-1-yl)-4-methylthiazole-5-carboxylic acid, the title compound was obtained as an off-white solid (0.04 g, 12%): mp 225-226° C. (ethyl acetate); 1H NMR (300 MHz, DMSO-d6) δ 12.22 (s, 1H), 8...